Dataset: the Open Reaction Database (ORD), a public repository of structured organic reaction records. Task: describe an organic reaction: reactants, conditions, products, and yield Starting materials: OCC=1N=CN2C1[C@H]1N(C(C3=C2C=CC=C3)=O)CCC1 ((S)-11,12,13,13a-tetrahydro-1-(hydroxymethyl)-9H-imidazo[1,5-a]pyrrolo[2,1-c][1,4]benzodiazepin-9-one). The reagents and catalysts are [O-2].[O-2].[Mn+4] (manganese dioxide). Run in C(Cl)Cl (methylene chloride). The product is O=C1N2[C@H](C=3N(C4=C1C=CC=C4)C=NC3C=O)CCC2 ((S)-11,12,13,13a-tetrahydro-9-oxo-9H-imidazo[1,5-a]pyrrolo[2,1-c][1,4]benzodiazepine-1-carboxaldehyde). As a reaction SMILES: [OH:1][CH2:2][C:3]1[N:4]=[CH:5][N:6]2[C:12]3[CH:13]=[CH:14][CH:15]=[CH:16][C:11]=3[C:10](=[O:17])[N:9]3[CH2:18][CH2:19][CH2:20][C@H:8]3[C:7]=12>C(Cl)Cl.[O-2].[O-2].[Mn+4]>[O:17]=[C:10]1[C:11]2[CH:16]=[CH:15][CH:14]=[CH:13][C:12]=2[N:6]2[CH:5]=[N:4][C:3]([CH:2]=[O:1])=[C:7]2[C@@H:8]2[CH2:20][CH2:19][CH2:18][N:9]12 |f:2.3.4|. Reported procedure: A suspension of 12.1 g (45 mmol) of (S)-11,12,13,13a-tetrahydro-1-(hydroxymethyl)-9H-imidazo[1,5-a]pyrrolo[2,1-c][1,4]benzodiazepin-9-one in 300 ml of methylene chloride is treated with 70 g of manganese dioxide and stirred at room temperature for ca 0.75 hour. After filtration over Dicalit, the filtrate is evaporated in vacuo and the residue is washed with ca 100 ml of boiling ethyl acetate. There is obtained (S)-11,12,13,13a-tetrahydro-9-oxo-9H-imidazo[1,5-a]pyrrolo[2,1-c][1,4]benzodiazepine-1... Starting materials: CCOCC, CCOCC, CO, ClC(Cl)Cl, [Cu], c1ccc2ncccc2c1, O=C(O)c1cnc2oc(C(=O)O)cc2c1. Yields the product O=C(O)c1cnc2occc2c1. RXN SMILES: [CH2:37]([O:38][CH2:39][CH3:40])[CH3:41].[CH3:16][CH2:17][O:18][CH2:19][CH3:20].[CH3:35][OH:36].[CH:31]([Cl:32])([Cl:33])[Cl:34].[Cu:42].[cH:21]1[cH:22][c:23]2[c:24]([n:25][cH:26][cH:27][cH:28]2)[cH:29][cH:30]1.[o:1]1[c:2]([C:13]([OH:14])=[O:15])[cH:3][c:4]2[c:5]1[n:6][cH:7][c:8]([C:10](=[O:11])[OH:12])[cH:9]2>>[o:1]1[cH:2][cH:3][c:4]2[c:5]1[n:6][cH:7][c:8]([C:10](=[O:11])[OH:12])[cH:9]2. Starting materials: COC1(C(C2=CC=C(C=C2C1=O)C1=CC(=CC=C1)C=1C=C2C(C(C(C2=CC1)=O)(OC)OC)=O)=O)OC (1,3-bis(2,2-dimethoxy-1,3-dioxoindan-5-yl)benzene), C(C)(=O)O (acetic acid), Br (hydrobromic acid). Run in O (water). Run at temperature 115 celsius. Product: OC1(C(C2=CC=C(C=C2C1=O)C1=CC(=CC=C1)C=1C=C2C(C(C(C2=CC1)=O)(O)O)=O)=O)O (1,3-bis(2,2-dihydroxy-1,3-dioxoindan-5-yl)benzene). Isolated yield 54.8%. RXN SMILES: C[O:2][C:3]1([O:35]C)[C:11](=[O:12])[C:10]2[C:5](=[CH:6][CH:7]=[C:8]([C:13]3[CH:18]=[CH:17][CH:16]=[C:15]([C:19]4[CH:20]=[C:21]5[C:25](=[CH:26][CH:27]=4)[C:24](=[O:28])[C:23]([O:31]C)([O:29]C)[C:22]5=[O:33])[CH:14]=3)[CH:9]=2)[C:4]1=[O:34].C(O)(=O)C.Br>O>[OH:31][C:23]1([OH:29])[C:22](=[O:33])[C:21]2[C:25](=[CH:26][CH:27]=[C:19]([C:15]3[CH:16]=[CH:17][CH:18]=[C:13]([C:8]4[CH:9]=[C:10]5[C:5](=[CH:6][CH:7]=4)[C:4](=[O:34])[C:3]([OH:2])([OH:35])[C:11]5=[O:12])[CH:14]=3)[CH:20]=2)[C:24]1=[O:28]. Procedure details: 1,3-bis(2,2-dimethoxy-1,3-dioxoindan-5-yl)benzene (33) (119 mg, 0.25 mmol) was suspended in a solvent mixture of 3 ml of acetic acid and 3 ml of water, and the suspension was mixed with 3 ml of 47% hydrobromic acid. This mixture was refluxed at 115° C. over night. After it was cooled to room temperature, the reaction solution was filtered to obtain a solid, which was then dried at a reduced pressure, to obtain 59 mg (56%) of 1,3-bis(2,2-dihydroxy-1,3-dioxoindan-5-yl)benzene (34) in the form of a... The reactants are Cl.C(C)(C)C=1C=C(C=CC1)[C@H](C)N ((S)-1-(3-isopropylphenyl)ethanamine hydrochloride), ClC1=C(C=C(CN2C(=C(C3=CC(=CC=C23)C(=O)O)C)C)C=C1)O[C@H](C(=O)OC)CC ((S)-1-(4-chloro-3-((1-methoxy-1-oxobutan-2-yl)oxy)benzyl)-2,3-dimethyl-1H-indole-5-carboxylic acid). The product is ClC1=C(O[C@H](C(=O)OC)CC)C=C(C=C1)CN1C(=C(C2=CC(=CC=C12)C(N[C@@H](C)C1=CC(=CC=C1)C(C)C)=O)C)C ((S)-Methyl 2-(2-chloro-5-((5-(((S)-1-(3-isopropylphenyl)ethyl)carbamoyl)-2,3-dimethyl-1H-indol-1-yl)methyl)phenoxy)butanoate). Reaction SMILES: Cl.[CH:2]([C:5]1[CH:6]=[C:7]([C@@H:11]([NH2:13])[CH3:12])[CH:8]=[CH:9][CH:10]=1)([CH3:4])[CH3:3].[Cl:14][C:15]1[CH:35]=[CH:34][C:18]([CH2:19][N:20]2[C:28]3[C:23](=[CH:24][C:25]([C:29](O)=[O:30])=[CH:26][CH:27]=3)[C:22]([CH3:32])=[C:21]2[CH3:33])=[CH:17][C:16]=1[O:36][C@@H:37]([CH2:42][CH3:43])[C:38]([O:40][CH3:41])=[O:39]>>[Cl:14][C:15]1[CH:35]=[CH:34][C:18]([CH2:19][N:20]2[C:28]3[C:23](=[CH:24][C:25]([C:29](=[O:30])[NH:13][C@H:11]([C:7]4[CH:8]=[CH:9][CH:10]=[C:5]([CH:2]([CH3:4])[CH3:3])[CH:6]=4)[CH3:12])=[CH:26][CH:27]=3)[C:22]([CH3:32])=[C:21]2[CH3:33])=[CH:17][C:16]=1[O:36][C@@H:37]([CH2:42][CH3:43])[C:38]([O:40][CH3:41])=[O:39] |f:0.1|. Reported procedure: The title compound was prepared following the same protocol as described in Step 5, Example 36, using the (S)-1-(3-isopropylphenyl)ethanamine hydrochloride instead of the (S)-1-(3-cyclopropylphenyl)ethanamine hydrochloride and the (S)-1-(4-chloro-3-((1-methoxy-1-oxobutan-2-yl)oxy)benzyl)-2,3-dimethyl-1H-indole-5-carboxylic acid instead of the 1-(4-(2-methoxy-2-oxoethoxy)benzyl)-2,3-dimethyl-1H-indole-5-carboxylic acid. Starting materials: CSC1=NN=C(S1)N1C(N(CCC1O)CCC)=O (Tetrahydro-1-(5-methylthio-1,3,4-thiadiazol-2-yl)-3-propyl-6-hydroxy-2(1H)-pyrimidinone), C=1(C(=CC=CC1)S(=O)(=O)O)C (toluenesulfonic acid), alcohol. Run in C(CC)O (propyl alcohol). Yields the product CSC1=NN=C(S1)N1C(N(CCC1OCCC)CCC)=O (tetrahydro-1-(5-methylthio-1,3,4-thiadiazol-2-yl)-3-propyl-6-propoxy-2(1H)-pyrimidinone). RXN SMILES: [CH3:1][S:2][C:3]1[S:7][C:6]([N:8]2[CH:13]([OH:14])[CH2:12][CH2:11][N:10]([CH2:15][CH2:16][CH3:17])[C:9]2=[O:18])=[N:5][N:4]=1.[C:19]1(C)[C:20](S(O)(=O)=O)=CC=C[CH:24]=1>C(O)CC>[CH3:1][S:2][C:3]1[S:7][C:6]([N:8]2[CH:13]([O:14][CH2:24][CH2:19][CH3:20])[CH2:12][CH2:11][N:10]([CH2:15][CH2:16][CH3:17])[C:9]2=[O:18])=[N:5][N:4]=1. Procedure: Tetrahydro-1-(5-methylthio-1,3,4-thiadiazol-2-yl)-3-propyl-6-hydroxy-2(1H)-pyrimidinone (7 grams), propyl alcohol (50 ml) and toluenesulfonic acid (0.2 grams) are charged into a glass reaction vessel equipped with a mechanical stirrer, thermometer and reflux condenser. The reaction mixture is then heated for a period of about 24 hours. After this time the mixture is stripped of unreacted alcohol under reduced pressure to yield a solid product. This product is then recrystallized to yield the des... The reactants are O=C(Nc1nonc1-c1noc(=O)n1-c1ccc(F)c(Br)c1)c1ccc(CN2CCOCC2)cc1, [BH3-]C#N, ClP(Cl)(Cl)(Cl)Cl, O=C(O)C(F)(F)F, [Na+], c1ccccc1. Yields the product O=c1onc(-c2nonc2NCc2ccc(CN3CCOCC3)cc2)n1-c1ccc(F)c(Br)c1. As a reaction SMILES: [Br:8][c:9]1[cH:10][c:11](-[n:16]2[c:17](-[c:22]3[c:23]([NH:27][C:28]([c:29]4[cH:30][cH:31][c:32]([CH2:35][N:36]5[CH2:37][CH2:38][O:39][CH2:40][CH2:41]5)[cH:33][cH:34]4)=[O:42])[n:24][o:25][n:26]3)[n:18][o:19][c:20]2=[O:21])[cH:12][cH:13][c:14]1[F:15].[C:49]([BH3-:50])#[N:51].[Cl:43][P:44]([Cl:45])([Cl:46])([Cl:47])[Cl:48].[F:1][C:2]([F:3])([F:4])[C:5]([OH:6])=[O:7].[Na+:52].[cH:53]1[cH:54][cH:55][cH:56][cH:57][cH:58]1>>[Br:8][c:9]1[cH:10][c:11](-[n:16]2[c:17](-[c:22]3[c:23]([NH:27][CH2:28][c:29]4[cH:30][cH:31][c:32]([CH2:35][N:36]5[CH2:37][CH2:38][O:39][CH2:40][CH2:41]5)[cH:33][cH:34]4)[n:24][o:25][n:26]3)[n:18][o:19][c:20]2=[O:21])[cH:12][cH:13][c:14]1[F:15]. As a reaction SMILES: [F:1][C:2]1[CH:7]=[CH:6][C:5]([C:8](=[O:10])[CH3:9])=[CH:4][CH:3]=1.[CH2:11]=O.[ClH:13].[CH3:14][NH:15][CH3:16].Cl>CC(O)C>[ClH:13].[CH3:14][N:15]([CH3:11])[CH2:16][CH2:9][C:8]([C:5]1[CH:6]=[CH:7][C:2]([F:1])=[CH:3][CH:4]=1)=[O:10] |f:2.3,6.7|. Starting materials: FC1=CC=C(C=C1)C(C)=O (4′-fluoroacetophenone), C=O (paraformaldehyde), Cl.CNC (dimethylamine hydrochloride), Cl (HCl). Procedure: To a solution of 4′-fluoroacetophenone (5 g, 36.2 mmol) in propan-2-ol (90 ml) was added paraformaldehyde (4.35 g, 0.145 mol), dimethylamine hydrochloride (54.2 mmol) and concentrated HCl (0.8 ml). The reaction was heated at reflux for 18 h and on cooling the solvent was removed in vacuo. The residue was treated with acetone giving a white precipitate which was collected by filtration and dried in vacuo to give the title compound as a white solid (7.9 g). MS (ES): MH+ 196. Product: Cl.CN(CCC(=O)C1=CC=C(C=C1)F)C (3-Dimethylamino-4′-fluoropropiophenone hydrochloride). Yield: 94.2%. The solvent is CC(C)O (propan-2-ol).